From a dataset of the Open Reaction Database (ORD), a public repository of structured organic reaction records. describe an organic reaction: reactants, conditions, products, and yield Starting materials: N1C=CC2=CC=CN=C12 (7-azaindole), FC=1C=C(C(=O)O)C=C(C1)[N+](=O)[O-] (3-fluoro-5-nitrobenzoic acid), [Cl-].[Cl-].[Cl-].[Al+3] (aluminum trichloride). Solvent: C(Cl)Cl (methylene chloride), S(=O)(Cl)Cl (thionyl chloride). Conditions: time 1 hour. Yields the product FC=1C=C(C(=O)Cl)C=C(C1)[N+](=O)[O-] (3-fluoro-5-nitrobenzoyl chloride). Reaction SMILES: [F:1][C:2]1[CH:3]=[C:4]([CH:8]=[C:9]([N+:11]([O-:13])=[O:12])[CH:10]=1)[C:5](O)=[O:6].N1C2C(=CC=CN=2)C=C1.[Cl-:23].[Cl-].[Cl-].[Al+3]>S(Cl)(Cl)=O.C(Cl)Cl>[F:1][C:2]1[CH:3]=[C:4]([CH:8]=[C:9]([N+:11]([O-:13])=[O:12])[CH:10]=1)[C:5]([Cl:23])=[O:6] |f:2.3.4.5|. Procedure: 3-fluoro-5-nitrobenzoic acid (2.90 g, 10.8 mmol) was dissolved in thionyl chloride (20.0 mL) and the reaction was heated to reflux overnight. The reaction was cooled and was concentrated to provide a white solid which was dried under vacuum overnight. Compound 2 (512 mg, 4.33 mmol) was dissolved in methylene chloride (10.0 mL), under an atmosphere of argon and aluminum trichloride (2.85 g, 21.4 mmol) was added. The reaction was stirred at room temperature for 1 hour. The 3-fluoro-5-nitrobenzoyl ... The reactants are ClCCC(CC=1SC=CC1)=O (4-chloro-l-(2-thienyl)butanone), CC1CNCCC1 (3-methylpiperidine). Solvent: C(C)OCC (ethyl ether), C1(=CC=CC=C1)C (toluene). Yields the product Cl.CC1CN(CCC1)CCC(CC=1SC=CC1)=O (4-(3-methylpiperidino)-1-(2-thienyl)butanone hydrochloride). Reaction SMILES: [Cl:1][CH2:2][CH2:3][C:4](=[O:11])[CH2:5][C:6]1[S:7][CH:8]=[CH:9][CH:10]=1.[CH3:12][CH:13]1[CH2:18][CH2:17][CH2:16][NH:15][CH2:14]1>C1(C)C=CC=CC=1.C(OCC)C>[ClH:1].[CH3:12][CH:13]1[CH2:18][CH2:17][CH2:16][N:15]([CH2:2][CH2:3][C:4](=[O:11])[CH2:5][C:6]2[S:7][CH:8]=[CH:9][CH:10]=2)[CH2:14]1 |f:4.5|. Reported procedure: 18.85 g (0.10 mol) of 4-chloro-l-(2-thienyl)butanone are run, over a periodof 30 min, into a solution, maintained at 100° C., of 21.8 g (0.22 mol) of 3-methylpiperidine in 35 ml of toluene, and the mixture is heated to reflux for 2 hours. The reaction medium is diluted with ethyl ether andthe mixture is washed with water. The organic phase is extracted with dilute hydrochloric acid solution which, after alkalinisation with sodium hydroxide, is in turn extracted with ethyl ether. The organic phas... Reactants: FC(C(=O)O)(F)F (trifluoro acetic acid), C(C1=CC=CC=C1)N(C[Si](C)(C)C)COC (N-benzyl-N-(methoxymethyl)-N-trimethylsilylmethylamine), COC1=C(C=CC(=C1)C=C)[N+](=O)[O-] (2-Methoxy-1-nitro-4-vinyl-benzene), C(C1=CC=CC=C1)N(C[Si](C)(C)C)COC (N-benzyl-N-(methoxymethyl)-N-trimethylsilylmethylamine). Run in ClCCl (dichloromethane), C(C)OC(C)=O (ethylacetate). Run at time 2 hour. Yields the product C(C1=CC=CC=C1)N1CC(CC1)C1=CC(=C(C=C1)[N+](=O)[O-])OC (1-Benzyl-3-(3-methoxy-4-nitro-phenyl)-pyrrolidine). Isolated yield 127.8%. Reaction SMILES: [CH3:1][O:2][C:3]1[CH:8]=[C:7]([CH:9]=[CH2:10])[CH:6]=[CH:5][C:4]=1[N+:11]([O-:13])=[O:12].FC(F)(F)C(O)=O.[CH2:21]([N:28]([CH2:34]OC)[CH2:29][Si](C)(C)C)[C:22]1[CH:27]=[CH:26][CH:25]=[CH:24][CH:23]=1>ClCCl.C(OC(=O)C)C>[CH2:21]([N:28]1[CH2:29][CH2:10][CH:9]([C:7]2[CH:6]=[CH:5][C:4]([N+:11]([O-:13])=[O:12])=[C:3]([O:2][CH3:1])[CH:8]=2)[CH2:34]1)[C:22]1[CH:23]=[CH:24][CH:25]=[CH:26][CH:27]=1. Reported procedure: 2-Methoxy-1-nitro-4-vinyl-benzene (435 mg, 2.43 mmol) was dissolved in dichloromethane (2 ml), trifluoro acetic acid (80 μl, 1.0 mmol) was added, followed by slow addition of N-benzyl-N-(methoxymethyl)-N-trimethylsilylmethylamine (715 mg, 3.01 mmol). Stirring was continued for 2 h at room temperature. Another portion of N-benzyl-N-(methoxymethyl)-N-trimethylsilylmethylamine (300 mg, 1.26 mmol) was added and stirring continued for another 30 minutes. The reaction mixture was diluted with ethylace... The reactants are OC=1C=C(C=CC1)C(C(=O)O)=O (3-hydroxyphenylglyoxylic acid), CO (methanol), NO (hydroxylamine). Run in C1=CC=CC=C1 (benzene), C1=CC=CC=C1 (benzene). Reaction conditions: time 25 minute. Yields the product ON=C(C(=O)O)C1=CC(=CC=C1)O (2-hydroxyimino-2-(3-hydroxyphenyl)acetic acid). Reaction SMILES: [OH:1][C:2]1[CH:3]=[C:4]([C:8](=O)[C:9]([OH:11])=[O:10])[CH:5]=[CH:6][CH:7]=1.CO.[NH2:15][OH:16]>C1C=CC=CC=1>[OH:16][N:15]=[C:8]([C:4]1[CH:5]=[CH:6][CH:7]=[C:2]([OH:1])[CH:3]=1)[C:9]([OH:11])=[O:10]. Procedure details: A mixture of 3-hydroxyphenylglyoxylic acid (3.32 g.) and 1N-methanol solution of hydroxylamine (45 ml.) was refluxed with stirring, for 25 minutes. The reaction mixture was concentrated to dryness. The residue was dissolved in 1N-sodium hydroxide aqueous solution (50 ml.) and the solution was washed with ether, acidified with hydrochloric acid under cooling and extracted with ethyl acetate. The extract was washed with a saturated sodium chloride aqueous solution, dried and concentrated to give y... The reactants are N#Cc1ccc(CBr)cc1, C#CCO, B1C2CCCC1CCC2, [Na+], C1CCOC1, [OH-]. Product: N#Cc1ccc(CC=CCO)cc1. As a reaction SMILES: [C:14](#[N:15])[c:16]1[cH:17][cH:18][c:19]([CH2:20][Br:21])[cH:22][cH:23]1.[CH2:1]([C:2]#[CH:3])[OH:4].[CH:5]12[CH2:6][CH2:7][CH2:8][CH:9]([BH:10]1)[CH2:11][CH2:12][CH2:13]2.[Na+:25].[O:26]1[CH2:27][CH2:28][CH2:29][CH2:30]1.[OH-:24]>>[CH2:1]([CH:2]=[CH:3][CH2:20][c:19]1[cH:18][cH:17][c:16]([C:14]#[N:15])[cH:23][cH:22]1)[OH:4]. The reactants are COC(CNC(=O)NC1CCN(CC1)C(=O)OCC1=CC=CC=C1)OC (Benzyl 4-({[(2,2-dimethoxyethyl)amino]carbonyl}amino)piperidin-1-carboxylate), Cl (hydrochloric acid). The solvent is O (water), CO (methanol). Run at time 3 day. The product is O=C1N(C=CN1)C1CCN(CC1)C(=O)OCC1=CC=CC=C1 (Benzyl 4-{2-oxo-2,3-dihydro-1H-imidazol-1-yl}piperidin-1-carboxylate). The yield is 88.5%. As a reaction SMILES: CO[CH:3](OC)[CH2:4][NH:5][C:6]([NH:8][CH:9]1[CH2:14][CH2:13][N:12]([C:15]([O:17][CH2:18][C:19]2[CH:24]=[CH:23][CH:22]=[CH:21][CH:20]=2)=[O:16])[CH2:11][CH2:10]1)=[O:7].Cl>O.CO>[O:7]=[C:6]1[NH:5][CH:4]=[CH:3][N:8]1[CH:9]1[CH2:10][CH2:11][N:12]([C:15]([O:17][CH2:18][C:19]2[CH:20]=[CH:21][CH:22]=[CH:23][CH:24]=2)=[O:16])[CH2:13][CH2:14]1. Procedure details: Benzyl 4-({[(2,2-dimethoxyethyl)amino]carbonyl}amino)piperidin-1-carboxylate (0.37 g) obtained in Example 16a) was dissolved in water (5 mL) and methanol (10 mL), and 1N hydrochloric acid (5 mL) was added thereto. The mixture was stirred at room temperature for 3 days. After the reaction mixture was concentrated under reduced pressure, the residue was diluted with water, and extracted with ethyl acetate. The extract was washed with water and saturated saline solution, and dried over anhydrous so...